Task: describe an organic reaction: reactants, conditions, products, and yield. Dataset: the Open Reaction Database (ORD), a public repository of structured organic reaction records Reactants: C(=O)C1=CC=2CC3=CC=CC=C3C2C=C1 (2-Formylfluorene), C1(CCCCCC1)N (cycloheptylamine), C(C)O (ethanol), [BH4-].[Na+] (sodium borohydride). The product is C1(CCCCCC1)NCC1=CC=2CC3=CC=CC=C3C2C=C1 (N-Cycloheptyl-[(2-fluorenyl)methyl]amine). Reported procedure: 2-Formylfluorene (2.27 g, 11.7 mmol) and cycloheptylamine (1.39 g, 12.3 mmol) were heated together at 120° C. for 14 hrs. After cooling, the reaction mixture was distilled under reduced pressure. Then, ethanol (30 ml) and sodium borohydride (0.44 g, 11.7 mmol) were added to the residue and the mixture was stirred for 0.5 hr. The mixture was then diluted with water (100 ml) and extracted with chloroform (80 ml×2 times). The organic layer was dried over anhydrous magnesiumsulfate. The solvent was ... As a reaction SMILES: [CH:1]([C:3]1[CH:15]=[CH:14][C:13]2[C:12]3[C:7](=[CH:8][CH:9]=[CH:10][CH:11]=3)[CH2:6][C:5]=2[CH:4]=1)=O.[CH:16]1([NH2:23])[CH2:22][CH2:21][CH2:20][CH2:19][CH2:18][CH2:17]1.C(O)C.[BH4-].[Na+]>O>[CH:16]1([NH:23][CH2:1][C:3]2[CH:15]=[CH:14][C:13]3[C:12]4[C:7](=[CH:8][CH:9]=[CH:10][CH:11]=4)[CH2:6][C:5]=3[CH:4]=2)[CH2:22][CH2:21][CH2:20][CH2:19][CH2:18][CH2:17]1 |f:3.4|. Run in O (water). Reaction conditions: time 0.5 hour. Isolated yield 92.4%. The reactants are [OH-].[Na+] (NaOH), C(C)OC([C@H]1N(C[C@H](C1)N=[N+]=[N-])S(=O)(=O)C1=CC=C(C=C1)C)=O (N-(toluene-4-sulfonyl)-cis-4-azido-L-proline ethyl ester), S(=O)(=O)(C1=CC=C(C)C=C1)Cl (TsCl), N-(toluene-4-sulfonyl)-trans-4-(TsO)-L-proline ethyl ester, [N-]=[N+]=[N-].[Na+] (NaN3). Run in CO (CH3OH), O (H2O), N1=CC=CC=C1 (pyridine), CN(C)C=O (DMF), O (H2O). Product: C1(=CC=C(C=C1)S(=O)(=O)N1[C@H](C(=O)O)C[C@@H](C1)N)C (N-(toluene-4-sulfonyl)-cis-4-anino-L-proline). RXN SMILES: S(Cl)(C1C=CC(C)=CC=1)(=O)=O.[N-]=[N+]=[N-].[Na+].C([O:18][C:19](=[O:38])[C@@H:20]1[CH2:24][C@H:23]([N:25]=[N+]=[N-])[CH2:22][N:21]1[S:28]([C:31]1[CH:36]=[CH:35][C:34]([CH3:37])=[CH:33][CH:32]=1)(=[O:30])=[O:29])C.[OH-].[Na+]>N1C=CC=CC=1.CN(C=O)C.O.CO>[C:34]1([CH3:37])[CH:33]=[CH:32][C:31]([S:28]([N:21]2[CH2:22][C@@H:23]([NH2:25])[CH2:24][C@H:20]2[C:19]([OH:38])=[O:18])(=[O:30])=[O:29])=[CH:36][CH:35]=1 |f:1.2,4.5|. Procedure details: Trans-4-hydroxy-L-proline was treated with EtOH and HCl gas, and the mixture was evaporated to give trans-4-hydroxy-L-proline ethyl ester hydrochloride. This product was treated with TsCl in pyridine to give, after aqueous workup, N-(toluene-4-sulfonyl)-trans-4-(TsO)-L-proline ethyl ester. This product was treated with NaN3 in DMF and H2O to give, after aqueous workup and flash chromatography, N-(toluene-4-sulfonyl)-cis-4-azido-L-proline ethyl ester. This product was treated with NaOH in CH3OH a... Starting materials: CN=C(C1=CC=C(C=C1)C)Cl (N-Methyl 4-methylbenzimidoyl chloride), alcohol, ClS(=O)(=O)O (chlorosulfonic acid), C(C)(=O)[O-].[Na+] (sodium acetate), CN1C(=CC=C1)CC(=O)OC (Methyl 1-methyl-1H-pyrrole-2-acetate). Run in O (water). Conditions: time 8 hour. The product is CN1C(=CC=C1C(C1=CC=C(C=C1)C)=O)CC(=O)OC (Methyl 1-Methyl-5-(4-methylbenzoyl)-1H-pyrrole-2-acetate). Yield: 36.9%. RXN SMILES: CN=[C:3](Cl)[C:4]1[CH:9]=[CH:8][C:7]([CH3:10])=[CH:6][CH:5]=1.ClS(O)(=O)=O.[CH3:17][N:18]1[CH:22]=[CH:21][CH:20]=[C:19]1[CH2:23][C:24]([O:26][CH3:27])=[O:25].C([O-])(=[O:30])C.[Na+]>O>[CH3:17][N:18]1[C:22]([C:3](=[O:30])[C:4]2[CH:5]=[CH:6][C:7]([CH3:10])=[CH:8][CH:9]=2)=[CH:21][CH:20]=[C:19]1[CH2:23][C:24]([O:26][CH3:27])=[O:25] |f:3.4|. Procedure: N-Methyl 4-methylbenzimidoyl chloride (3.85 g, 23 mmole) was treated with alcohol free chloroform (4.5 ml) and chlorosulfonic acid (0.2 g, 1.7 mmole). Methyl 1-methyl-1H-pyrrole-2-acetate (3.5 g, 23 mmole) was added in one portion, the reaction was fitted with a calcium chloride drying tube and stirred overnight. The reaction was quenched with saturated aqueous sodium bicarbonate. The phases were separated and the organic phase was concentrated under reduced pressure. The residue (6.6 g of a red... Starting materials: O (water), solution, OO (hydrogen peroxide), [OH-].[Li+] (lithium hydroxide), C1=CC=CC=2CN(C=C3N(C21)C=C2C=CC=CC2=N3)CCC(=O)O (quinazolino[3,2-a][1,4]benzodiazepine-6(5H)-propanoic acid), ethyl ester. The solvent is C1CCOC1 (THF). Run at time 2 hour. The product is C1=CC=CC=2CN(C=C3N(C21)C=C2C=CC=CC2=N3)CCC(=O)O (quinazolino[3,2-a][1,4]benzodiazepine-6(5H)-propanoic acid), C(C)(=O)[O-] (acetate). The yield is 10.0%. RXN SMILES: [CH:1]1[C:11]2[N:10]3[CH:12]=[C:13]4[C:18](=[N:19][C:9]3=[CH:8][N:7]([CH2:20][CH2:21][C:22]([OH:24])=[O:23])[CH2:6][C:5]=2[CH:4]=[CH:3][CH:2]=1)[CH:17]=[CH:16][CH:15]=[CH:14]4.O.OO.[OH-].[Li+]>C1COCC1>[CH:1]1[C:11]2[N:10]3[CH:12]=[C:13]4[C:18](=[N:19][C:9]3=[CH:8][N:7]([CH2:20][CH2:21][C:22]([OH:24])=[O:23])[CH2:6][C:5]=2[CH:4]=[CH:3][CH:2]=1)[CH:17]=[CH:16][CH:15]=[CH:14]4.[C:22]([O-:24])(=[O:23])[CH3:21] |f:3.4|. Procedure: Quinazolino[3,2-a][1,4]benzodiazepine-6(5H)-propanoic acid, 3-[[4-(aminoiminomethyl)phenyl]methoxy]-7,13-dihydro-5,13-dioxo, acetate was prepared by disolving quinazolino[3,2-a][1,4]benzodiazepine-6(5H)-propanoic acid, 3-[[4-(iminoaminomethyl)phenyl]methoxy]-7,13-dihydro-5,13-dioxo, ethyl ester (50 mgs, 0.085 mmol), in 4 mL THF and 2 mL water at room temperature and sequentally adding 0.77 mL 30% solution of hydrogen peroxide (9× excess) and 0.006 grams lithium hydroxide (0.256 mmol, 3× excess).... Starting materials: N(=NC(=O)OCC)C(=O)OCC (Diethyl azodicarboxylate), BrC=1C=NC2=CC=C(N=C2C1O)OC (3-bromo-6-methoxy-[1,5]naphthyridin-4-ol), C(C1=CC=CC=C1)O (benzyl alcohol), C1(=CC=CC=C1)P(C1=CC=CC=C1)C1=CC=CC=C1 (triphenylphosphine). Solvent: O1CCCC1 (tetrahydrofuran), petroleum ether, C(C)(=O)OCC (ethyl acetate). Conditions: time 15 hour. Product: C(C1=CC=CC=C1)OC=1C(=CN=C2C=CC(=NC12)OC)Br (8-benzyloxy-7-bromo-2-methoxy-[1,5]naphthyridine). Yield: 73.9%. As a reaction SMILES: N(C(OCC)=O)=NC(OCC)=O.[Br:13][C:14]1[CH:15]=[N:16][C:17]2[C:22]([C:23]=1[OH:24])=[N:21][C:20]([O:25][CH3:26])=[CH:19][CH:18]=2.[CH2:27](O)[C:28]1[CH:33]=[CH:32][CH:31]=[CH:30][CH:29]=1.C1(P(C2C=CC=CC=2)C2C=CC=CC=2)C=CC=CC=1>O1CCCC1.C(OCC)(=O)C>[CH2:27]([O:24][C:23]1[C:14]([Br:13])=[CH:15][N:16]=[C:17]2[C:22]=1[N:21]=[C:20]([O:25][CH3:26])[CH:19]=[CH:18]2)[C:28]1[CH:33]=[CH:32][CH:31]=[CH:30][CH:29]=1. Procedure details: Diethyl azodicarboxylate (1.37 g, 7.84 mmol, 2.0 eq) is added at room temperature to a stirred solution of 3-bromo-6-methoxy-[1,5]naphthyridin-4-ol (1.0 g, 3.92 mmol, 1.0 eq), benzyl alcohol (640 mg, 5.88 mmol, 1.5 eq) and triphenylphosphine (2.05 g, 7.84 mmol, 2.0 eq) in tetrahydrofuran (25 mL). After 15 hours stirring at room temperature, tetrahydrofuran is evaporated and the resulting crude product is purified by column chromatography (silica gel, eluent: petroleum ether: ethyl acetate, 10:1,... The reagents and catalysts are S(=O)(=O)(O)[O-].C(CCC)[N+](CCCC)(CCCC)CCCC (tetrabutylammonium hydrogensulfate). Run at temperature 50 celsius. Isolated yield 98.0%. Procedure details: To a solution of hydrazinecarboxylic acid tert-butyl ester (4.67 g, 27.16 mmol) in toluene (90 mL) was added pulverized potassium hydroxide (1.98 g, 35.3 mmol) and tetrabutylammonium hydrogensulfate (904 mg, 2.72 mmol). The solution was heated to 50° C. in a preheated oil bath and 1-bromo-3-methoxypropane (3.67 mL, 32.6 mmol) was added drop-wise over 45 minutes. The solution was then heated to 80° C. for 3 h. The solution was cooled to room temperature and washed with water (3×150 mL) until the ... The product is C(C)(C)(C)OC(=O)N(N=C(C)C)CCCOC (N′-isopropylidene-N-(3-methoxypropyl)-hydrazinecarboxylic acid tert-butyl ester). Starting materials: [OH-].[K+] (potassium hydroxide), C(C)(C)(C)OC(=O)NN (hydrazinecarboxylic acid tert-butyl ester), C1(=CC=CC=C1)C (toluene), BrCCCOC (1-bromo-3-methoxypropane). As a reaction SMILES: [C:1]([O:5][C:6]([NH:8][NH2:9])=[O:7])([CH3:4])([CH3:3])[CH3:2].[OH-].[K+].Br[CH2:13][CH2:14][CH2:15][O:16][CH3:17].[C:18]1(C)[CH:23]=CC=C[CH:19]=1>S([O-])(O)(=O)=O.C([N+](CCCC)(CCCC)CCCC)CCC>[C:1]([O:5][C:6]([N:8]([CH2:13][CH2:14][CH2:15][O:16][CH3:17])[N:9]=[C:18]([CH3:23])[CH3:19])=[O:7])([CH3:4])([CH3:3])[CH3:2] |f:1.2,5.6|. Reactants: O=C(c1ncc[nH]1)c1ncc[nH]1, CCOc1ncc(S(=O)(=O)N2CCN(CC)CC2)cc1C(=O)O, CCOC(C)=O, CCc1c(N)c(C(N)=O)nn1Cc1ccccn1, c1c[n-]cn1. Yields the product CCOc1ncc(S(=O)(=O)N2CCN(CC)CC2)cc1C(=O)Nc1c(C(N)=O)nn(Cc2ccccn2)c1CC. As a reaction SMILES: [C:24]([c:25]1[nH:26][cH:27][cH:28][n:29]1)([c:30]1[nH:31][cH:32][cH:33][n:34]1)=[O:35].[CH2:1]([CH3:2])[O:3][c:4]1[c:5]([C:6](=[O:7])[OH:8])[cH:9][c:10]([S:13](=[O:14])(=[O:15])[N:16]2[CH2:17][CH2:18][N:19]([CH2:22][CH3:23])[CH2:20][CH2:21]2)[cH:11][n:12]1.[CH3:59][CH2:60][O:61][C:62](=[O:63])[CH3:64].[NH2:41][c:42]1[c:43]([C:56](=[O:57])[NH2:58])[n:44][n:45]([CH2:49][c:50]2[n:51][cH:52][cH:53][cH:54][cH:55]2)[c:46]1[CH2:47][CH3:48].[cH:36]1[n:37][cH:38][n-:39][cH:40]1>>[CH2:1]([CH3:2])[O:3][c:4]1[c:5]([C:6](=[O:7])[NH:41][c:42]2[c:43]([C:56](=[O:57])[NH2:58])[n:44][n:45]([CH2:49][c:50]3[n:51][cH:52][cH:53][cH:54][cH:55]3)[c:46]2[CH2:47][CH3:48])[cH:9][c:10]([S:13](=[O:14])(=[O:15])[N:16]2[CH2:17][CH2:18][N:19]([CH2:22][CH3:23])[CH2:20][CH2:21]2)[cH:11][n:12]1. Starting materials: C(C)(=O)O (acetic acid), Cl (hydrogen cloride), N1C(C2(C3=CC=CC=C13)CCCC2)=O (Spiro(cyclopentane-1,3'-indoline)-2'-one), C(C)(=O)O (acetic acid), hexahydrate, solution, product. The solvent is ice water. The product is ClC=1C=C2C3(CNC2=CC1)C(CCC3)=O (5'-Chlorospiro(cyclopentane-1,3'-indoline)-2-one). Reaction SMILES: [NH:1]1[C:9]2[C:4](=[CH:5][CH:6]=[CH:7][CH:8]=2)[C:3]2(CC[CH2:11][CH2:10]2)[C:2]1=O.[ClH:15].[C:16]([OH:19])(=O)[CH3:17]>>[Cl:15][C:6]1[CH:5]=[C:4]2[C:9](=[CH:8][CH:7]=1)[NH:1][CH2:2][C:3]12[CH2:10][CH2:11][CH2:17][C:16]1=[O:19]. Procedure: Spiro(cyclopentane-1,3'-indoline)-2'-one (18,7 g; 0.10 moles) is dissolved in acetic acid (50 ml) containing 100 mg of ferricloride hexahydrate, cooled in ice-water and drop-wise treated under agitation with a solution of clorine in acetic acid (82 ml of a solution containing 7,8 g per 100 ml). After the addition air is blown through the solution to eliminate a possible excess of clorine as well as hydrogen cloride. The crystallized product (8.7 g) is sucked off and the filtrate is concentrated ... Starting materials: CC(C)(C)OC.CO (MTBE methanol), CO.C(C)#N.CC(C)(C)OC (methanol acetonitrile MTBE), C(#N)C1=CC(=C(C=C1)[C@H]1N(C(N(C(=C1C#N)C)C1=CC(=CC=C1)C(F)(F)F)=O)S(=O)(=O)C1CC1)S(=O)(=O)C ((4S)-4-[4-Cyano-2-(methylsulfonyl)phenyl]-6-methyl-3-(cyclopropylsulfonyl)-2-oxo-1-[3-(trifluoromethyl)phenyl]-1,2,3,4-tetrahydropyrimidine-5-carbonitrile), CC(C)(C)OC.CO (MTBE methanol). The product is CN1CC=2N(C(N[C@@H](C2C1=O)C1=C(C=C(C#N)C=C1)S(=O)(=O)C)=O)C1=CC(=CC=C1)C(F)(F)F (4-{(4S)-6-Methyl-2,5-dioxo-1-[3-(trifluoromethyl)phenyl]-2,3,4,5,6,7-hexahydro-1H-pyrrolo[3,4-d]pyrimidin-4-yl}-3-(methylsulfonyl)benzonitrile). RXN SMILES: CC(OC)(C)C.[CH3:7][OH:8].[C:9]([C:11]1[CH:16]=[CH:15][C:14]([C@@H:17]2[C:22](C#N)=[C:21]([CH3:25])[N:20]([C:26]3[CH:31]=[CH:30][CH:29]=[C:28]([C:32]([F:35])([F:34])[F:33])[CH:27]=3)C(=O)[N:18]2S(C2CC2)(=O)=O)=[C:13]([S:43]([CH3:46])(=[O:45])=[O:44])[CH:12]=1)#[N:10].[CH3:47][OH:48].[C:49](#[N:51])C.CC(OC)(C)C>>[CH3:49][N:51]1[C:7](=[O:8])[C:22]2[C@@H:17]([C:14]3[CH:15]=[CH:16][C:11]([C:9]#[N:10])=[CH:12][C:13]=3[S:43]([CH3:46])(=[O:45])=[O:44])[NH:18][C:47](=[O:48])[N:20]([C:26]3[CH:31]=[CH:30][CH:29]=[C:28]([C:32]([F:35])([F:34])[F:33])[CH:27]=3)[C:21]=2[CH2:25]1 |f:0.1,3.4.5|. Reported procedure: (rac)-4-{6-Methyl-2,5-dioxo-1-[3-(trifluoromethyl)phenyl]-2,3,4,5,6,7-hexahydro-1H-pyrrolo[3,4-d]pyrimidin-4-yl}-3-(methylsulfonyl)benzonitrile (Example 34, 190 mg) was separated into the enantiomers by preparative HPLC chromatography on a chiral phase [column: Daicel Chiralpak IC, 5 μm, 250 mm×20 mm; sample preparation: the sample was dissolved in 70 ml of methanol/acetonitrile/MTBE 25:10:35; injection volume: 1 ml; mobile phase: MTBE/methanol 75:25 (0-7 min); flow rate: 15 ml/min; temperature:... The reactants are CC(=O)Cl, ClCCl, Oc1cccc(C2(OCC(F)(F)F)OOC23C2CC4CC(C2)CC3C4)c1, c1ccncc1. Product: CC(=O)Oc1cccc(C2(OCC(F)(F)F)OOC23C2CC4CC(C2)CC3C4)c1. As a reaction SMILES: [CH3:33][C:34]([Cl:35])=[O:36].[Cl:37][CH2:38][Cl:39].[F:1][C:2]([CH2:3][O:4][C:5]1([c:18]2[cH:19][c:20]([OH:24])[cH:21][cH:22][cH:23]2)[C:6]2([O:7][O:8]1)[CH:9]1[CH2:10][CH:11]3[CH2:12][CH:13]([CH2:14][CH:15]2[CH2:16]3)[CH2:17]1)([F:25])[F:26].[cH:27]1[cH:28][cH:29][n:30][cH:31][cH:32]1>>[F:1][C:2]([CH2:3][O:4][C:5]1([c:18]2[cH:19][c:20]([O:24][C:34]([CH3:33])=[O:36])[cH:21][cH:22][cH:23]2)[C:6]2([O:7][O:8]1)[CH:9]1[CH2:10][CH:11]3[CH2:12][CH:13]([CH2:14][CH:15]2[CH2:16]3)[CH2:17]1)([F:25])[F:26].